Dataset: the Open Reaction Database (ORD), a public repository of structured organic reaction records. Task: describe an organic reaction: reactants, conditions, products, and yield Starting materials: C1(=CC=CC=C1)C (toluene), C(C)(C)(C)OC(C(CC(C)C)NC(C1=C(C=C(C=C1)OC)SSC1=C(C=CC(=C1)OC)C(NC(CC(C)C)C(=O)OC(C)(C)C)=O)=O)=O (2[2-[2-(1-tert-butoxycarbonyl-3-methyl-butylcarbamoyl)-5-methoxyphenyldisulfanyl]-4-methoxybenzoylamino]-4-methyl-pentanoic acid tert-butyl ester), C1(=CC=CC=C1)OC (anisole), FC(C(=O)O)(F)F (trifluoroacetic acid). The solvent is ClCCl (dichloromethane). Reaction conditions: time 4 hour. The product is C(=O)(O)C(CC(C)C)NC(=O)C1=C(C=C(C=C1)OC)SSC1=C(C(=O)NC(C(=O)O)CC(C)C)C=CC(=C1)OC (2-[2-[2-(1-Carboxy-3-methylbutylcarbamoyl)-5-methoxy-phenyldisulfanyl]-4-methoxybenzoylamino]-4-methyl-pentanoic acid). Yield: 69.5%. RXN SMILES: C([O:5][C:6](=[O:48])[CH:7]([NH:12][C:13](=[O:47])[C:14]1[CH:19]=[CH:18][C:17]([O:20][CH3:21])=[CH:16][C:15]=1[S:22][S:23][C:24]1[CH:29]=[C:28]([O:30][CH3:31])[CH:27]=[CH:26][C:25]=1[C:32](=[O:46])[NH:33][CH:34]([C:39]([O:41]C(C)(C)C)=[O:40])[CH2:35][CH:36]([CH3:38])[CH3:37])[CH2:8][CH:9]([CH3:11])[CH3:10])(C)(C)C.C1(OC)C=CC=CC=1.FC(F)(F)C(O)=O.C1(C)C=CC=CC=1>ClCCl>[C:39]([CH:34]([NH:33][C:32]([C:25]1[CH:26]=[CH:27][C:28]([O:30][CH3:31])=[CH:29][C:24]=1[S:23][S:22][C:15]1[CH:16]=[C:17]([O:20][CH3:21])[CH:18]=[CH:19][C:14]=1[C:13]([NH:12][CH:7]([CH2:8][CH:9]([CH3:10])[CH3:11])[C:6]([OH:48])=[O:5])=[O:47])=[O:46])[CH2:35][CH:36]([CH3:38])[CH3:37])([OH:41])=[O:40]. Procedure details: A solution of [S-(R*,R*)-2[2-[2-(1-tert-butoxycarbonyl-3-methyl-butylcarbamoyl)-5-methoxyphenyldisulfanyl]-4-methoxybenzoylamino]-4-methyl-pentanoic acid tert-butyl ester (1.2 g, 1.7 mmol) and anisole (1 mL) in 10 mL dichloromethane, cooled to about 0° C., was treated dropwise with 10 mL of trifluoroacetic acid. The mixture was allowed to warm to ambient temperature. After 4 hours, 5 mL toluene was added, and the solvents were removed in vacuo. The crude product was recrystallized from methanol/... Yields the product C=Cc1ccc(=O)n(C)c1. RXN SMILES: [Br:1][c:2]1[cH:3][cH:4][c:5](=[O:9])[n:6]([CH3:8])[cH:7]1.[CH2:10]([CH2:11][CH2:23][CH3:24])[C:12]([Sn:13])=[C:14]([CH2:15][CH2:16][CH2:17][CH3:18])[CH2:19][CH2:20][CH2:21][CH3:22].[CH2:25]1[O:26][CH2:27][CH2:28][O:29][CH2:30]1.[Pd:31]([Cl:32])[Cl:33].[c:34]1([P:35]([c:36]2[cH:37][cH:38][cH:39][cH:40][cH:41]2)[c:42]2[cH:43][cH:44][cH:45][cH:46][cH:47]2)[cH:48][cH:49][cH:50][cH:51][cH:52]1.[c:53]1([P:54]([c:55]2[cH:56][cH:57][cH:58][cH:59][cH:60]2)[c:61]2[cH:62][cH:63][cH:64][cH:65][cH:66]2)[cH:67][cH:68][cH:69][cH:70][cH:71]1>>[c:2]1([CH:10]=[CH2:11])[cH:3][cH:4][c:5](=[O:9])[n:6]([CH3:8])[cH:7]1. Starting materials: Cn1cc(Br)ccc1=O, CCCCC([Sn])=C(CCCC)CCCC, C1COCCO1, Cl[Pd]Cl, c1ccc(P(c2ccccc2)c2ccccc2)cc1, c1ccc(P(c2ccccc2)c2ccccc2)cc1. Reactants: ClC1=CC=C(CNC=2C3=CC=CC=C3N=C3CCCC(C23)=O)C=C1 (9-(4-chlorobenzylamino)-3,4-dihydroacridin-1(2H)-one), [H-].[H-].[H-].[H-].[Li+].[Al+3] (LiAlH4). Run in O1CCCC1 (tetrahydrofuran), C1CCOC1 (THF). Conditions: time 1 hour. Product: ClC1=CC=C(CNC=2C3=CC=CC=C3N=C3CCCC(C23)O)C=C1 (9-(4-Chlorobenzylamino)-1,2,3,4-tetrahydroacridin-1-ol). As a reaction SMILES: [Cl:1][C:2]1[CH:24]=[CH:23][C:5]([CH2:6][NH:7][C:8]2[C:9]3[C:14]([N:15]=[C:16]4[C:21]=2[C:20](=[O:22])[CH2:19][CH2:18][CH2:17]4)=[CH:13][CH:12]=[CH:11][CH:10]=3)=[CH:4][CH:3]=1.[H-].[H-].[H-].[H-].[Li+].[Al+3]>O1CCCC1>[Cl:1][C:2]1[CH:3]=[CH:4][C:5]([CH2:6][NH:7][C:8]2[C:9]3[C:14]([N:15]=[C:16]4[C:21]=2[CH:20]([OH:22])[CH2:19][CH2:18][CH2:17]4)=[CH:13][CH:12]=[CH:11][CH:10]=3)=[CH:23][CH:24]=1 |f:1.2.3.4.5.6|. Procedure: To a cooled solution of 6.25 g of 9-(4-chlorobenzylamino)-3,4-dihydroacridin-1(2H)-one in 140 ml of tetrahydrofuran was added 10 ml of 1M LiAlH4 solution in THF. This was stirred at ice bath temperature for 1 hour. Starting materials: C(C)OC(CC(C)(O)C1=CC=C(C=C1)C1=C(C=C(C=C1)F)F)=O (3-(2',4'-difluoro-4-biphenylyl)-3-hydroxybutyric acid ethyl ester), [OH-].[Na+] (sodium hydroxide), S (Hydrogen sulfide), O.O.Cl[Sn]Cl (SnCl2.2H2O), Cl (hydrochloric acid). The solvent is C(C)(=O)O (acetic acid). The product is FC1=C(C=CC(=C1)F)C1=CC=C(C=C1)C(CC(=O)O)C (3-(2',4'-difluoro-4-biphenylyl)butyric acid). As a reaction SMILES: C([O:3][C:4](=[O:23])[CH2:5][C:6]([C:9]1[CH:14]=[CH:13][C:12]([C:15]2[CH:20]=[CH:19][C:18]([F:21])=[CH:17][C:16]=2[F:22])=[CH:11][CH:10]=1)(O)[CH3:7])C.O.O.Cl[Sn]Cl.Cl.[OH-].[Na+].S>C(O)(=O)C>[F:22][C:16]1[CH:17]=[C:18]([F:21])[CH:19]=[CH:20][C:15]=1[C:12]1[CH:13]=[CH:14][C:9]([CH:6]([CH3:7])[CH2:5][C:4]([OH:23])=[O:3])=[CH:10][CH:11]=1 |f:1.2.3,5.6|. Procedure: 3.2 g. of 3-(2',4'-difluoro-4-biphenylyl)-3-hydroxybutyric acid ethyl ester are dissolved in 40 ml. of acetic acid. The solution is poured into a solution of 9 g. of SnCl2.2H2O in 20 ml. of concentrated hydrochloric acid. The mixture is heated under reflux for 3 hours and adjusted to pH 2 with sodium hydroxide solution. Hydrogen sulfide is passed in until no more SnS precipitates and the mixture is filtered and worked up in the customary manner to give 3-(2',4'-difluoro-4-biphenylyl)butyric acid... Reactants: CCOC(=O)CSc1nc(Cl)cc(Cl)n1, CCO, Nc1ccc(Cl)cc1, [Na+], [Na+], O=C([O-])[O-]. Product: CCOC(=O)CSc1nc(Cl)cc(Nc2ccc(Cl)cc2)n1. As a reaction SMILES: [CH2:1]([CH3:2])[O:3][C:4]([CH2:5][S:6][c:7]1[n:8][c:9]([Cl:14])[cH:10][c:11]([Cl:13])[n:12]1)=[O:15].[CH3:30][CH2:31][OH:32].[Cl:16][c:17]1[cH:18][cH:19][c:20]([NH2:21])[cH:22][cH:23]1.[Na+:24].[Na+:25].[O-:26][C:27](=[O:28])[O-:29]>>[CH2:1]([CH3:2])[O:3][C:4]([CH2:5][S:6][c:7]1[n:8][c:9]([Cl:14])[cH:10][c:11]([NH:21][c:20]2[cH:19][cH:18][c:17]([Cl:16])[cH:23][cH:22]2)[n:12]1)=[O:15].